describe an organic reaction: reactants, conditions, products, and yield From a dataset of the Open Reaction Database (ORD), a public repository of structured organic reaction records. The reactants are C(C)(C)NC(=O)C1=CN(C2=NC=C(N=C21)C2=NN(C=1CCC(CC21)(C)C)C)COCC[Si](C)(C)C (N-isopropyl-2-(1,5,5-trimethyl-4,5,6,7-tetrahydro-1H-indazol-3-yl)-5-((2-(trimethylsilyl)ethoxy)methyl)-5H-pyrrolo[2,3-b]pyrazine-7-carboxamide), C(=O)(C(F)(F)F)O (TFA). Solvent: ClCCl (dichloromethane). Conditions: temperature 25 celsius, time 15 hour. Product: C(C)(C)NC(=O)C1=CNC2=NC=C(N=C21)C2=NN(C=1CCC(CC21)(C)C)C (N-isopropyl-2-(1,5,5-trimethyl-4,5,6,7-tetrahydro-1H-indazol-3-yl)-5H-pyrrolo[2,3-b]pyrazine-7-carboxamide). Isolated yield 0.1%. Reaction SMILES: [CH:1]([NH:4][C:5]([C:7]1[C:15]2[C:10](=[N:11][CH:12]=[C:13]([C:16]3[C:24]4[CH2:23][C:22]([CH3:26])([CH3:25])[CH2:21][CH2:20][C:19]=4[N:18]([CH3:27])[N:17]=3)[N:14]=2)[N:9](COCC[Si](C)(C)C)[CH:8]=1)=[O:6])([CH3:3])[CH3:2].C(O)(C(F)(F)F)=O>ClCCl>[CH:1]([NH:4][C:5]([C:7]1[C:15]2[C:10](=[N:11][CH:12]=[C:13]([C:16]3[C:24]4[CH2:23][C:22]([CH3:25])([CH3:26])[CH2:21][CH2:20][C:19]=4[N:18]([CH3:27])[N:17]=3)[N:14]=2)[NH:9][CH:8]=1)=[O:6])([CH3:3])[CH3:2]. Procedure details: To a solution of N-isopropyl-2-(1,5,5-trimethyl-4,5,6,7-tetrahydro-1H-indazol-3-yl)-5-((2-(trimethylsilyl)ethoxy)methyl)-5H-pyrrolo[2,3-b]pyrazine-7-carboxamide (113 mg, 227 mmol) in dichloromethane (3 mL) was added TFA (1.48 g, 1 mL, 13.0 mmol). The reaction mixture was stirred at 25° C. for 15 h then concentrated. The residue was re-dissolved in 5 mL of a solution of dichloromethane/MeOH/ammonium hydroxide; 60:10:1 and stirred at 25° C. for 3 h, then evaporated to a yellow solid. The solid was... As a reaction SMILES: Cl.[F:2][C:3]([F:7])([CH3:6])[CH2:4][NH2:5].[C:8](N1C=CN=C1)([N:10]1[CH:14]=[CH:13][N:12]=[CH:11]1)=[O:9]>CN(C=O)C>[F:2][C:3]([F:7])([CH3:6])[CH2:4][NH:5][C:8]([N:10]1[CH:14]=[CH:13][N:12]=[CH:11]1)=[O:9] |f:0.1|. Starting materials: TEA, Cl.FC(CN)(C)F (2,2-difluoropropylamine hydrochloride), C(=O)(N1C=NC=C1)N1C=NC=C1 (1,1′-CARBONYLDIIMIDAZOLE), compound 5, compound 9. Solvent: CN(C)C=O (DMF). Procedure details: TEA (1.3 mL, 0.8 mmol) was added to a solution of 2,2-difluoropropylamine hydrochloride (82 mg, 0.62 mmol) and 1,1′-CARBONYLDIIMIDAZOLE (114 mg, 0.7 mmol) in DMF (3 mL) (clear colorless solution). The solution was used for the synthesis of compound 5 without further isolation of compound 9. Yields the product FC(CNC(=O)N1C=NC=C1)(C)F (Imidazole-1-carboxylic acid (2,2-difluoro-propyl)-amide). Reactants: Ethyl phenylacetamidate hydrochloride, NC=1C=C(C=CC1N)C1=C(C#N)C=CC=C1 (2-(3,4-Diaminophenyl)benzonitrile), C(C)(=O)OCC (Ethyl acetate). Solvent: C(C)O (ethanol), [Cl-].[Na+].O (brine). Yields the product C(C1=CC=CC=C1)C1=NC2=C(N1)C=CC(=C2)C2=C(C=CC=C2)C#N (2-benzyl-5-(2-cyanophenyl)-1H-benzimidazole). RXN SMILES: [NH2:1][C:2]1[CH:3]=[C:4]([C:9]2[CH:16]=[CH:15][CH:14]=[CH:13][C:10]=2[C:11]#[N:12])[CH:5]=[CH:6][C:7]=1[NH2:8].C(O[CH2:21][CH3:22])(=O)C>C(O)C.[Cl-].[Na+].O>[CH2:21]([C:22]1[NH:8][C:7]2[CH:6]=[CH:5][C:4]([C:9]3[CH:16]=[CH:15][CH:14]=[CH:13][C:10]=3[C:11]#[N:12])=[CH:3][C:2]=2[N:1]=1)[C:2]1[CH:3]=[CH:4][CH:5]=[CH:6][CH:7]=1 |f:3.4.5|. Procedure: 2-(3,4-Diaminophenyl)benzonitrile (2.4 mmoles, 0.50 g) was dissolved in 3 ml ethanol. Ethyl phenylacetamidate hydrochloride (2.88 mmoles, 0.573 g) (prepared from HCl gas bubbled through benzyl cyanide and ethanol) was added. The reaction was warmed on a steam bath for 10 minutes. Ethyl acetate and brine were added. The organic phase was separated dried and concentrated. The product was precipitated from ethyl acetate and hexane and filtered to yield 290 mg of 2-benzyl-5-(2-cyanophenyl)-1H-benzim...